This data is from the Open Reaction Database (ORD), a public repository of structured organic reaction records. The task is: describe an organic reaction: reactants, conditions, products, and yield The reactants are C(C)OC(/C(=C/C1=C(C=C(C=C1)OCC=1N=C(OC1C)C1=C(C=CC=C1)F)C)/OCC)=O ((Z)-2-ethoxy-3-{4-[2-(2-fluoro-phenyl)-5-methyl-oxazol-4-ylmethoxy]-2-methyl-phenyl}-acrylic acid ethyl ester), [OH-].[Na+] (NaOH). Product: C(C)O\C(\C(=O)O)=C/C1=C(C=C(C=C1)OCC=1N=C(OC1C)C1=C(C=CC=C1)F)C ((Z)-2-ethoxy-3-{4-[2-(2-fluoro-phenyl)-5-methyl-oxazol-4-ylmethoxy]-2-methyl-phenyl}-acrylic acid). Reaction SMILES: C([O:3][C:4](=[O:32])/[C:5](/[O:29][CH2:30][CH3:31])=[CH:6]/[C:7]1[CH:12]=[CH:11][C:10]([O:13][CH2:14][C:15]2[N:16]=[C:17]([C:21]3[CH:26]=[CH:25][CH:24]=[CH:23][C:22]=3[F:27])[O:18][C:19]=2[CH3:20])=[CH:9][C:8]=1[CH3:28])C.[OH-].[Na+]>>[CH2:30]([O:29]/[C:5](=[CH:6]\[C:7]1[CH:12]=[CH:11][C:10]([O:13][CH2:14][C:15]2[N:16]=[C:17]([C:21]3[CH:26]=[CH:25][CH:24]=[CH:23][C:22]=3[F:27])[O:18][C:19]=2[CH3:20])=[CH:9][C:8]=1[CH3:28])/[C:4]([OH:32])=[O:3])[CH3:31] |f:1.2|. Reported procedure: In analogy to the procedure described in example 1a f], (Z)-2-ethoxy-3-{4-[2-(2-fluoro-phenyl)-5-methyl-oxazol-4-ylmethoxy]-2-methyl-phenyl}-acrylic acid ethyl ester was treated with NaOH to obtain (Z)-2-ethoxy-3-{4-[2-(2-fluoro-phenyl)-5-methyl-oxazol-4-ylmethoxy]-2-methyl-phenyl}-acrylic acid as colorless solid. Starting materials: FC=1N(C=CN1)C(C1=CC=CC=C1)(C1=CC=CC=C1)C1=CC=CC=C1 (2-fluoro-1-triphenylmethylimidazole), C(C)(C)(C)[Li] (t-butyllithium), C1(=CC=C(C=C1)S(=O)(=O)N=[N+]=[N-])C (toluene-p-sulphonyl azide), Cl[Si](C)(C)C (chlorotrimethylsilane). Run in C1CCOC1 (THF), C1(=CC=CC=C1)C (toluene). Product: N(=[N+]=[N-])C=1N=C(N(C1)C(C1=CC=CC=C1)(C1=CC=CC=C1)C1=CC=CC=C1)F (4-azido-2-fluoro-1-triphenylmethylimidazole). Reaction SMILES: [F:1][C:2]1[N:3]([C:7]([C:20]2[CH:25]=[CH:24][CH:23]=[CH:22][CH:21]=2)([C:14]2[CH:19]=[CH:18][CH:17]=[CH:16][CH:15]=2)[C:8]2[CH:13]=[CH:12][CH:11]=[CH:10][CH:9]=2)[CH:4]=[CH:5][N:6]=1.C([Li])(C)(C)C.C1(C)C=CC(S([N:40]=[N+:41]=[N-:42])(=O)=O)=CC=1.Cl[Si](C)(C)C>C1COCC1.C1(C)C=CC=CC=1>[N:40]([C:5]1[N:6]=[C:2]([F:1])[N:3]([C:7]([C:14]2[CH:15]=[CH:16][CH:17]=[CH:18][CH:19]=2)([C:8]2[CH:9]=[CH:10][CH:11]=[CH:12][CH:13]=2)[C:20]2[CH:25]=[CH:24][CH:23]=[CH:22][CH:21]=2)[CH:4]=1)=[N+:41]=[N-:42]. Reported procedure: A solution of 2-fluoro-1-triphenylmethylimidazole in THF was treated with t-butyllithium at -70° for 2 hours. A solution of toluene-p-sulphonyl azide in toluene was added, followed after 10 minutes by chlorotrimethylsilane, and the mixture allowed to come to 0°. Work-up and chromatography on magnesium silicate gave 4-azido-2-fluoro-1-triphenylmethylimidazole. This was dissolved in ether and treated with triphenylphosphine at 25°, to precipitate 2-fluoro-1-triphenylmethyl-4-(triphenylphosphimino)... The reactants are C(C)(C)(C)OC(CN1C(=C(C2=CC(=CC=C12)F)C1=NN(S(C2=C1C=CC=C2)(=O)=O)C(C)C)C)=O ([3-(2-Isopropyl-1,1-dioxo-1,2-dihydro-1λ6-benzo[e][1,2,3]thiadiazin-4-yl)-5-fluoro-2-methyl-indol-1-yl]-acetic acid tert-butyl ester), C(=O)(C(F)(F)F)O (TFA). Product: C(C)(C)N1S(C2=C(C(=N1)C1=C(N(C3=CC=C(C=C13)F)CC(=O)O)C)C=CC=C2)(=O)=O ([3-(2-Isopropyl-1,1-dioxo-1,2-dihydro-1λ6-benzo[e][1,2,3]thiadiazin-4-yl)-5-fluoro-2-methyl-indol-1-yl]-acetic acid). Reaction SMILES: C([O:5][C:6](=[O:34])[CH2:7][N:8]1[C:16]2[C:11](=[CH:12][C:13]([F:17])=[CH:14][CH:15]=2)[C:10]([C:18]2[C:23]3[CH:24]=[CH:25][CH:26]=[CH:27][C:22]=3[S:21](=[O:29])(=[O:28])[N:20]([CH:30]([CH3:32])[CH3:31])[N:19]=2)=[C:9]1[CH3:33])(C)(C)C.C(O)(C(F)(F)F)=O>>[CH:30]([N:20]1[N:19]=[C:18]([C:10]2[C:11]3[C:16](=[CH:15][CH:14]=[C:13]([F:17])[CH:12]=3)[N:8]([CH2:7][C:6]([OH:34])=[O:5])[C:9]=2[CH3:33])[C:23]2[CH:24]=[CH:25][CH:26]=[CH:27][C:22]=2[S:21]1(=[O:29])=[O:28])([CH3:32])[CH3:31]. Reported procedure: [3-(2-Isopropyl-1,1-dioxo-1,2-dihydro-1λ6-benzo[e][1,2,3]thiadiazin-4-yl)-5-fluoro-2-methyl-indol-1-yl]-acetic acid tert-butyl ester (61 μmol) was treated with TFA (2 mL) for 2 hours, concentrated, and purified by preparative LCMS to give the title compound. 1H NMR (d6-DMSO) δ 8.08 (d, 1H), 7.90 (t, 1H), 7.83 (t, 1H), 7.47 (m, 2H), 6.97 (m, 2H), 4.71 (m, 1H), 4.53 (s, 2H), 2.23 (s, 3H), 1.47 (m, 6H) ppm. MS calculated for C21H20FN3O4S—H: 428, observed: 428. Reactants: C[Si](N[Si](C)(C)C)(C)C (hexamethyldisilazane), [PH2]([O-])=O.[NH4+] (ammonium phosphinate), C[Si](N[Si](C)(C)C)(C)C (Hexamethyldisilazane), BrCC1=CC(=C(C=C1)[N+](=O)[O-])OC (4-(bromomethyl)-2-methoxy-1-nitrobenzene), C(C=C)Br (Allyl bromide). Run in C(Cl)Cl (DCM). Run at temperature 110 celsius, time 16 hour. Product: COC=1C=C(CC=CCP(O)=O)C=CC1[N+](=O)[O-] ((3-methoxy-4-nitrobenzyl)prop-2-en-1-ylphosphinic acid). Reaction SMILES: [PH2:1](=[O:3])[O-:2].[NH4+].C[Si](C)(C)N[Si](C)(C)C.[CH2:14](Br)[CH:15]=[CH2:16].Br[CH2:19][C:20]1[CH:25]=[CH:24][C:23]([N+:26]([O-:28])=[O:27])=[C:22]([O:29][CH3:30])[CH:21]=1>C(Cl)Cl>[CH3:30][O:29][C:22]1[CH:21]=[C:20]([CH:25]=[CH:24][C:23]=1[N+:26]([O-:28])=[O:27])[CH2:19][CH:14]=[CH:15][CH2:16][PH:1](=[O:2])[OH:3] |f:0.1|. Procedure details: A mixture of ammonium phosphinate (1.00 g, 12.0 mmol) and Hexamethyldisilazane (1.94 g, 12.0 mmol) was heated to 110° C. under N2 for approximately 1.5 hours. The reaction mixture was cooled to 0° C., charged with anhydrous DCM (10 mL) followed by Allyl bromide (1.46 g, 12.0 mmol) and allowed to stir at RT for 16 hours. The reaction mixture was then cooled to 0° C. and charged with more hexamethyldisilazane (1.94 g, 12.0 mmol). The reaction mixture was stirred at 0° C. for 2 hours then treated w... Starting materials: C(#N)[BH3-].[Na+] (sodium cyanoborohydride), C(C)(C)(C)OC(=O)N[C@H](CN(C(C)=O)C1=C(C(=CC=C1)C)C)CCCC (2(S)-(tert-Butoxycarbonylamino)-1-[N-(2,3-dimethylphenyl)acetamido]hexane), Cl (HCl), amine, C(#N)C1=CC=C(CN2C=NC=C2C=O)C=C1 (1-(4-Cyanobenzyl)-5-imidazolecarboxaldehyde). The solvent is CCOC(=O)C (EtOAc), CCOC(=O)C (EtOAc), CO.C1CCOC1 (MeOH THF), C(C)(=O)O (acetic acid). Run at time 40 minute. Yields the product C(#N)C1=CC=C(CN2C=NC=C2CN[C@H](CNC2=C(C(=CC=C2)C)C)CCCC)C=C1 ((S)-2-[(1-(4-Cyanobenzyl)-5-imidazolylmethyl)amino]-1-[(2,3-dimethylphenyl)amino]hexane). Reaction SMILES: C(O[C:6]([NH:8][C@@H:9]([CH2:23][CH2:24][CH2:25][CH3:26])[CH2:10][N:11]([C:15]1[CH:20]=[CH:19][CH:18]=[C:17]([CH3:21])[C:16]=1[CH3:22])C(=O)C)=O)(C)(C)C.Cl.[C:28]([C:30]1[CH:43]=[CH:42][C:33]([CH2:34][N:35]2[C:39](C=O)=[CH:38][N:37]=[CH:36]2)=[CH:32][CH:31]=1)#[N:29].C([BH3-])#N.[Na+]>CCOC(C)=O.CO.C1COCC1.C(O)(=O)C>[C:28]([C:30]1[CH:31]=[CH:32][C:33]([CH2:34][N:35]2[C:39]([CH2:6][NH:8][C@@H:9]([CH2:23][CH2:24][CH2:25][CH3:26])[CH2:10][NH:11][C:15]3[CH:20]=[CH:19][CH:18]=[C:17]([CH3:21])[C:16]=3[CH3:22])=[CH:38][N:37]=[CH:36]2)=[CH:42][CH:43]=1)#[N:29] |f:3.4,6.7|. Reported procedure: Through a solution of the product from Step I (533 mg, 1.47 mmol) in 20 mL of EtOAc at 0° C. was bubbled HCl gas. The saturated solution was warmed to room temperature and stirred for 40 minutes, then concentrated in vacuo. To a solution of this amine salt in 6 mL of 1:1 MeOH/THF at 0° C. was added the aldehyde from Step E (325 mg, 1.54 mmol) and 0.05 mL of acetic acid. After one hour, sodium cyanoborohydride was added (97 mg, 1.54 mmol), and the solution was allowed to warm to room temperature ...